From a dataset of the Open Reaction Database (ORD), a public repository of structured organic reaction records. describe an organic reaction: reactants, conditions, products, and yield Starting materials: CI (methyl iodide), [NH4+].[Cl-] (NH4Cl), O=C(CC#N)C=1C=NC=CC1 (3-oxo-3-pyridin-3-yl-propionitrile), C(=S)=S (CS2), BrCC(CC)=O (1-bromo-butan-2-one). Run in CN(C)C=O (DMF). Reaction conditions: temperature 0 celsius, time 45 minute. Product: CC=1C(=C(SC1SC)C(CC)=O)C=1C=NC=CC1 (1-(4-Methyl-5-methylsulfanyl-3-pyridin-3-yl-thiophen-2-yl)-propan-1-one). The yield is 32.1%. As a reaction SMILES: O=[C:2]([C:6]1[CH:7]=[N:8][CH:9]=[CH:10][CH:11]=1)[CH2:3][C:4]#N.[C:12](=[S:14])=[S:13].Br[CH2:16][C:17](=[O:20])[CH2:18][CH3:19].[CH3:21]I.[NH4+].[Cl-]>CN(C=O)C>[CH3:4][C:3]1[C:2]([C:6]2[CH:7]=[N:8][CH:9]=[CH:10][CH:11]=2)=[C:16]([C:17](=[O:20])[CH2:18][CH3:19])[S:13][C:12]=1[S:14][CH3:21] |f:4.5|. Procedure: To a solution of 3-oxo-3-pyridin-3-yl-propionitrile (11.9 mmol) in DMF (100 mL) was added CS2 (0.90 ml, 15.0 mmol) at 0° C. The reaction was stirred at 0° C. for 45 minutes under nitrogen then 1-bromo-butan-2-one (1.79 g, 11.8 mmol) was added via a syringe at 0° C. The reaction was stirred for another 30 minutes then methyl iodide (1.69 g, 11.8 mmol) was added via syringe at 0° C. The resulting mixture was stirred for another 30 minutes then warmed to ambient temperature and poured into saturate... Reactants: C[Sn](C1=NC=C(C=C1)Br)(C)C (2-Trimethylstannanyl-5-bromopyridine), BrC=1C(CCC1C1=CC=C(C=C1)S(=O)(=O)C)=O (2-bromo-3-(4-(methylsulfonyl)-phenyl)-2-cyclopenten-1-one). The reagents and catalysts are C=1C=CC(=CC1)/C=C/C(=O)/C=C/C2=CC=CC=C2.C=1C=CC(=CC1)/C=C/C(=O)/C=C/C2=CC=CC=C2.C=1C=CC(=CC1)/C=C/C(=O)/C=C/C2=CC=CC=C2.[Pd].[Pd] (Pd2 (dba)3). The solvent is CN1CCCC1=O (NMP). Reaction conditions: temperature 100 celsius. Product: BrC=1C=CC(=NC1)C=1C(CCC1C1=CC=C(C=C1)S(=O)(=O)C)=O (2-(5-Bromo-2-pyridinyl)-3-(4-(methylsulfonyl)phenyl)-2-cyclopenten-1-one). RXN SMILES: Br[C:2]1[C:3](=[O:17])[CH2:4][CH2:5][C:6]=1[C:7]1[CH:12]=[CH:11][C:10]([S:13]([CH3:16])(=[O:15])=[O:14])=[CH:9][CH:8]=1.C[Sn](C)(C)[C:20]1[CH:25]=[CH:24][C:23]([Br:26])=[CH:22][N:21]=1>CN1C(=O)CCC1.C1C=CC(/C=C/C(/C=C/C2C=CC=CC=2)=O)=CC=1.C1C=CC(/C=C/C(/C=C/C2C=CC=CC=2)=O)=CC=1.C1C=CC(/C=C/C(/C=C/C2C=CC=CC=2)=O)=CC=1.[Pd].[Pd]>[Br:26][C:23]1[CH:24]=[CH:25][C:20]([C:2]2[C:3](=[O:17])[CH2:4][CH2:5][C:6]=2[C:7]2[CH:12]=[CH:11][C:10]([S:13]([CH3:16])(=[O:15])=[O:14])=[CH:9][CH:8]=2)=[N:21][CH:22]=1 |f:3.4.5.6.7|. Procedure: A mixture of 2-bromo-3-(4-(methylsulfonyl)-phenyl)-2-cyclopenten-1-one (700 mg, 2.2 mmol), Pd2 (dba)3 (170 mg, 0.18 mmol), and the total sample of 2-trimethylstannanyl-5-bromopyridine from Step 1 was dissolved in NMP (10 mL) and degassed. The resulting solution was heated to 100° C. for 3.5 h then cooled. The mixture was diluted with EtOAc, washed 2 times with 10% NH4OH and brine, dried over MgSO4, and concentrated. The residue was purified by flash chromatography (70% EtOAc/hexanes) followed by... The reactants are CC(C)(C)c1ccc(CCO)c(C(C)(C)C)c1, Cc1ccccc1, O=S(Cl)Cl. Yields the product CC(C)(C)c1ccc(CCCl)c(C(C)(C)C)c1. RXN SMILES: [CH3:1][C:2]([CH3:3])([CH3:4])[c:5]1[c:6]([CH2:15][CH2:16][OH:17])[cH:7][cH:8][c:9]([C:11]([CH3:12])([CH3:13])[CH3:14])[cH:10]1.[CH3:22][c:23]1[cH:24][cH:25][cH:26][cH:27][cH:28]1.[S:18]([Cl:19])([Cl:20])=[O:21]>>[CH3:1][C:2]([CH3:3])([CH3:4])[c:5]1[c:6]([CH2:15][CH2:16][Cl:20])[cH:7][cH:8][c:9]([C:11]([CH3:12])([CH3:13])[CH3:14])[cH:10]1. Reactants: CCO, CCOC(=O)CCCCCCOc1cc(C(F)(F)F)cc(C(F)(F)F)c1, [Na+], [OH-]. Product: O=C(O)CCCCCCOc1cc(C(F)(F)F)cc(C(F)(F)F)c1. RXN SMILES: [CH3:29][CH2:30][OH:31].[F:1][C:2]([c:3]1[cH:4][c:5]([O:6][CH2:7][CH2:8][CH2:9][CH2:10][CH2:11][CH2:12][C:13](=[O:14])[O:15][CH2:16][CH3:17])[cH:18][c:19]([C:21]([F:22])([F:23])[F:24])[cH:20]1)([F:25])[F:26].[Na+:28].[OH-:27]>>[F:1][C:2]([c:3]1[cH:4][c:5]([O:6][CH2:7][CH2:8][CH2:9][CH2:10][CH2:11][CH2:12][C:13](=[O:14])[OH:15])[cH:18][c:19]([C:21]([F:22])([F:23])[F:24])[cH:20]1)([F:25])[F:26]. Starting materials: ClCCl (dichloromethane), COC=1C=C(C=C(C1)OC)N1C(N(C2=NC(=NC=C2C1)S(=O)(=O)C)C)=O (3-(3,5-dimethoxyphenyl)-1-methyl-7-(methylsulfonyl)-3,4-dihydropyrimido[4,5-d]pyrimidin-2(1H)-one), S(=O)(=O)(Cl)Cl (sulfuryl chloride), ClCCl (dichloromethane). Conditions: temperature 0 celsius, time 3 hour. Yields the product ClC1=C(C(=C(C=C1OC)OC)Cl)N1C(N(C2=NC(=NC=C2C1)S(=O)(=O)C)C)=O (3-(2,6-dichloro-3,5-dimethoxyphenyl)-1-methyl-7-(methylsulfonyl)-3,4-dihydropyrimido[4,5-d]pyrimidin-2(1H)-one). Isolated yield 96.0%. As a reaction SMILES: [CH3:1][O:2][C:3]1[CH:4]=[C:5]([N:11]2[CH2:20][C:19]3[C:14](=[N:15][C:16]([S:21]([CH3:24])(=[O:23])=[O:22])=[N:17][CH:18]=3)[N:13]([CH3:25])[C:12]2=[O:26])C=[C:7]([O:9][CH3:10])[CH:8]=1.S(Cl)([Cl:30])(=O)=O.Cl[CH2:33][Cl:34]>>[Cl:30][C:4]1[C:3]([O:2][CH3:1])=[CH:8][C:7]([O:9][CH3:10])=[C:33]([Cl:34])[C:5]=1[N:11]1[CH2:20][C:19]2[C:14](=[N:15][C:16]([S:21]([CH3:24])(=[O:23])=[O:22])=[N:17][CH:18]=2)[N:13]([CH3:25])[C:12]1=[O:26]. Procedure details: To a solution of 3-(3,5-dimethoxyphenyl)-1-methyl-7-(methylsulfonyl)-3,4-dihydropyrimido[4,5-d]pyrimidin-2(1H)-one (400 mg, 1.06 mmol) in 15 mL of dichloromethane was added sulfuryl chloride (285 mg, 2.12 mmol) at 0° C., and then stirred at 0° C. for 3 h. LCMS showed the reaction was completed. The reaction mixture was diluted with 20 mL of dichloromethane, washed with water and brine, dried over sodium sulfate, filtered and concentrated to afford the title compound (450 mg, 96%) as a yellow sol...